Dataset: the Open Reaction Database (ORD), a public repository of structured organic reaction records. Task: describe an organic reaction: reactants, conditions, products, and yield Starting materials: O(C1=CC=CC=C1)CCN1CCNCC1 (1-(2-phenoxy-ethyl)-piperazine), NC1=NC=C(C(=C1[N+](=O)[O-])Cl)Cl (2-amino-4,5-dichloro-3-nitropyridine). Run in C(C)(C)O (isopropanol). Run at temperature 45 celsius. Yields the product ClC=1C(=C(C(=NC1)N)[N+](=O)[O-])N1CCN(CC1)CCOC1=CC=CC=C1 (5-Chloro-3-nitro-4-[4-(2-phenoxy-ethyl)-piperazin-1-yl]-pyridin-2-ylamine), solid. Yield: 88.0%. RXN SMILES: [O:1]([CH2:8][CH2:9][N:10]1[CH2:15][CH2:14][NH:13][CH2:12][CH2:11]1)[C:2]1[CH:7]=[CH:6][CH:5]=[CH:4][CH:3]=1.[NH2:16][C:17]1[C:22]([N+:23]([O-:25])=[O:24])=[C:21](Cl)[C:20]([Cl:27])=[CH:19][N:18]=1>C(O)(C)C>[Cl:27][C:20]1[C:21]([N:13]2[CH2:12][CH2:11][N:10]([CH2:9][CH2:8][O:1][C:2]3[CH:7]=[CH:6][CH:5]=[CH:4][CH:3]=3)[CH2:15][CH2:14]2)=[C:22]([N+:23]([O-:25])=[O:24])[C:17]([NH2:16])=[N:18][CH:19]=1. Reported procedure: A mixture of 1-(2-phenoxy-ethyl)-piperazine (0.047 g, 0.23 mmol), isopropanol (4.0 ml), and 2-amino-4,5-dichloro-3-nitropyridine (0.034 g, 0.16 mmol) was heated at 45° C. for 18 h. The reaction mixture was allowed to cool to room temperature, absorbed on silica gel and the free running powder was placed on a 10 g isolute silica column which was eluted with 10% ethyl acetate in dichloromethane, 20% ethyl acetate in dichloromethane and finally 1% methanol in ethyl acetate/dichloromethane (v/v; 1:4... The reactants are C(C1=CC=CC=C1)N1C=2C(C(=O)OC1=O)=CC=CC2 (N-benzyl isatoic anhydride), [H-].[Na+] (Sodium hydride), C(CC(=O)OCC)(=O)OCC (Diethyl malonate). Yields the product C(C1=CC=CC=C1)N1C(C(=C(C2=CC=CC=C12)O)C(=O)OCC)=O (Ethyl 1-benzyl-4-hydroxy-2-oxo-1,2-dihydroquinoline-3-carboxylate). As a reaction SMILES: [CH2:1]([N:8]1[C:14](=[O:15])[O:13][C:11](=O)[C:10]2=[CH:16][CH:17]=[CH:18][CH:19]=[C:9]12)[C:2]1[CH:7]=[CH:6][CH:5]=[CH:4][CH:3]=1.[H-].[Na+].C(OCC)(=O)[CH2:23][C:24]([O:26][CH2:27][CH3:28])=[O:25]>>[CH2:1]([N:8]1[C:9]2[C:10](=[CH:16][CH:17]=[CH:18][CH:19]=2)[C:11]([OH:13])=[C:23]([C:24]([O:26][CH2:27][CH3:28])=[O:25])[C:14]1=[O:15])[C:2]1[CH:3]=[CH:4][CH:5]=[CH:6][CH:7]=1 |f:1.2|. Procedure details: Reagents: Comp 21 (3.4 mmols, 0.85 g); Sodium hydride (7.37 mmols, 0.18 g); Diethyl malonate (16.8 mmols, 2.7 g). Yield: 0.1 g (9%), white solid, m.p.=117° C.-118° C. Starting materials: COC(=O)COc1cccc2c1c(CC(N)=O)c(C)n2Cc1ccccc1, CCOC(C)=O, CCO, NN, O. Yields the product Cc1c(CC(N)=O)c2c(OCC(=O)NN)cccc2n1Cc1ccccc1. RXN SMILES: [CH3:1][O:2][C:3]([CH2:4][O:5][c:6]1[c:7]2[c:8]([CH2:23][C:24](=[O:25])[NH2:26])[c:9]([CH3:22])[n:10]([CH2:15][c:16]3[cH:17][cH:18][cH:19][cH:20][cH:21]3)[c:11]2[cH:12][cH:13][cH:14]1)=[O:27].[CH3:30][CH2:31][O:32][C:33](=[O:34])[CH3:35].[CH3:37][CH2:38][OH:39].[NH2:28][NH2:29].[OH2:36]>>[C:3]([CH2:4][O:5][c:6]1[c:7]2[c:8]([CH2:23][C:24](=[O:25])[NH2:26])[c:9]([CH3:22])[n:10]([CH2:15][c:16]3[cH:17][cH:18][cH:19][cH:20][cH:21]3)[c:11]2[cH:12][cH:13][cH:14]1)(=[O:27])[NH:28][NH2:29]. The reactants are COc1ccc(Br)cc1C, Fc1cc(Br)ccc1OCc1ccccc1, C1CNCCN1, CCc1ccccc1N1CCNCC1. The product is Fc1cc(N2CCNCC2)ccc1OCc1ccccc1. RXN SMILES: [Br:1][c:2]1[cH:3][cH:4][c:5]([O:6][CH3:7])[c:8]([CH3:9])[cH:10]1.[CH2:25]([c:26]1[cH:27][cH:28][cH:29][cH:30][cH:31]1)[O:32][c:33]1[c:34]([F:40])[cH:35][c:36]([Br:39])[cH:37][cH:38]1.[CH2:41]1[NH:42][CH2:43][CH2:44][NH:45][CH2:46]1.[CH3:11][CH2:12][c:13]1[cH:14][cH:15][cH:16][cH:17][c:18]1[N:19]1[CH2:20][CH2:21][NH:22][CH2:23][CH2:24]1>>[N:19]1([c:36]2[cH:35][c:34]([F:40])[c:33]([O:32][CH2:25][c:26]3[cH:27][cH:28][cH:29][cH:30][cH:31]3)[cH:38][cH:37]2)[CH2:20][CH2:21][NH:22][CH2:23][CH2:24]1. The reactants are C(C)(=O)N1C(C(C2=CC=C(C=C12)C(=O)OC)=C(C1=CC=CC=C1)OCC)=O (1-acetyl-3-(1-ethoxy-1-phenylmethylene)-6-methoxycarbonyl-2-indolinone), COCCC(C(=O)N(C1=CC=C(C=C1)N)C)(N)CCOC (N-(di-(2-methoxyethyl)-amino-methylcarbonyl)-N-methyl-p-phenylenediamine). Yields the product COCCC(C(=O)N(C)C1=CC=C(N\C(\C2=CC=CC=C2)=C\2/C(NC3=CC(=CC=C23)C(=O)OC)=O)C=C1)(N)CCOC (3-Z-[1-(4-(N-(di-(2-methoxyethyl)-amino-methylcarbonyl)-N-methyl-amino)-anilino)-1-phenyl-methylene]-6-methoxycarbonyl-2-indolinone). Reaction SMILES: C([N:4]1[C:12]2[C:7](=[CH:8][CH:9]=[C:10]([C:13]([O:15][CH3:16])=[O:14])[CH:11]=2)[C:6](=[C:17](OCC)[C:18]2[CH:23]=[CH:22][CH:21]=[CH:20][CH:19]=2)[C:5]1=[O:27])(=O)C.[CH3:28][O:29][CH2:30][CH2:31][C:32]([CH2:45][CH2:46][O:47][CH3:48])([NH2:44])[C:33]([N:35]([CH3:43])[C:36]1[CH:41]=[CH:40][C:39]([NH2:42])=[CH:38][CH:37]=1)=[O:34]>>[CH3:28][O:29][CH2:30][CH2:31][C:32]([CH2:45][CH2:46][O:47][CH3:48])([NH2:44])[C:33]([N:35]([C:36]1[CH:37]=[CH:38][C:39]([NH:42]/[C:17](=[C:6]2\[C:5](=[O:27])[NH:4][C:12]3[C:7]\2=[CH:8][CH:9]=[C:10]([C:13]([O:15][CH3:16])=[O:14])[CH:11]=3)/[C:18]2[CH:19]=[CH:20][CH:21]=[CH:22][CH:23]=2)=[CH:40][CH:41]=1)[CH3:43])=[O:34]. Reported procedure: Prepared from 1-acetyl-3-(1-ethoxy-1-phenylmethylene)-6-methoxycarbonyl-2-indolinone and N-(di-(2-methoxyethyl)-amino-methylcarbonyl)-N-methyl-p-phenylenediamine Rf value: 0.5 (silica gel, methylene chloride/methanol=9:1) C32H36N4O6 Reactants: ClC1=CC(=CC(=N1)O)C(Cl)(Cl)Cl (6-chloro-4-(trichloromethyl)-2-pyridinol), CN=C=O (methyl isocyanate). Reagents/catalysts: C(C)N(CC)CC (triethylamine). The solvent is CN(C=O)C (dimethylformamide). Product: CNC(OC1=NC(=CC(=C1)C(Cl)(Cl)Cl)Cl)=O (6-Chloro-4-(trichloromethyl)-2-pyridinyl methylcarbamate). As a reaction SMILES: [Cl:1][C:2]1[N:7]=[C:6]([OH:8])[CH:5]=[C:4]([C:9]([Cl:12])([Cl:11])[Cl:10])[CH:3]=1.[CH3:13][N:14]=[C:15]=[O:16]>CN(C)C=O.C(N(CC)CC)C>[CH3:13][NH:14][C:15](=[O:16])[O:8][C:6]1[CH:5]=[C:4]([C:9]([Cl:12])([Cl:10])[Cl:11])[CH:3]=[C:2]([Cl:1])[N:7]=1. Procedure: A solution was prepared by dissolving 7.4 g (0.03 m) of 6-chloro-4-(trichloromethyl)-2-pyridinol in 45 ml of dry dimethylformamide. To this solution was added 1.71 g (0.03 m) of methyl isocyanate and 7 drops of triethylamine. The mixture was allowed to stand, at room temperature, for ~30 hours. The reaction mixture was then poured over ice and the resulting solids were filtered out and taken up in hexane. The above-named product was recrystallized from the hexane and recovered in a yield of 3.8 ... Reactants: NC1=NNC=N1 (3-amino-1,2,4-triazole), O=C(C(C(=O)[O-])CCC)C(F)(F)F (3-oxo-2-propyl-4,4,4-trifluorobutanoate). Solvent: C(CCC)N(CCCC)CCCC (tributylamine). Conditions: temperature 180 celsius, time 6 hour. Product: OC1=C(C(=NC=2N1N=CN2)C(F)(F)F)CCC (7-hydroxy-6-propyl-5-trifluoromethyl-[1,2,4]-triazolo[1,5-α]-pyrimidine). Isolated yield 76.5%. As a reaction SMILES: [NH2:1][C:2]1[N:6]=[CH:5][NH:4][N:3]=1.O=[C:8]([C:16]([F:19])([F:18])[F:17])[CH:9]([CH2:13][CH2:14][CH3:15])[C:10]([O-])=[O:11]>C(N(CCCC)CCCC)CCC>[OH:11][C:10]1[N:3]2[N:4]=[CH:5][N:6]=[C:2]2[N:1]=[C:8]([C:16]([F:17])([F:18])[F:19])[C:9]=1[CH2:13][CH2:14][CH3:15]. Reported procedure: A mixture of 14 g (0.17 mol) 3-amino-1,2,4-triazole, 38.4 g (0.17 mol) of 3-oxo-2-propyl-4,4,4-trifluorobutanoate and 50 ml of tributylamine were stirred at 180° C. for 6 h. Work-up was carried out analogously to Ex. 1. Drying gave 33 g (0.13 mol) of the title compound. Starting materials: BrC1=C(C=C(C(=O)O)C=C1)C (4-bromo-3-methylbenzoic acid), S(=O)(Cl)Cl (thionyl chloride), CNCCCC (N-methyl-1-butanamine). Yields the product BrC1=C(C=C(C(=O)N(C)CCCC)C=C1)C (4-Bromo-N-butyl-N,3-dimethylbenzamide). RXN SMILES: [Br:1][C:2]1[CH:10]=[CH:9][C:5]([C:6]([OH:8])=O)=[CH:4][C:3]=1[CH3:11].S(Cl)(Cl)=O.[CH3:16][NH:17][CH2:18][CH2:19][CH2:20][CH3:21]>>[Br:1][C:2]1[CH:10]=[CH:9][C:5]([C:6]([N:17]([CH2:18][CH2:19][CH2:20][CH3:21])[CH3:16])=[O:8])=[CH:4][C:3]=1[CH3:11]. Procedure: From 4-bromo-3-methylbenzoic acid (400 mg), thionyl chloride (0.4 ml) and N-methyl-1-butanamine (0.8 ml). The reactants are NCCSCC1=C(N=CS1)C (5-(2-aminoethyl)thiomethyl-4-methylthiazole), C(#N)NC(SC)=NC (N-cyano-N', S-dimethylisothiourea). Solvent: C(C)#N (acetonitrile). Product: C(#N)NC(=NCCSCC1=C(N=CS1)C)NC (N-cyano-N'-methyl-N"-[2-(4-methyl-5-thiazolylmethylthio)ethyl]guanidine). Reaction SMILES: [NH2:1][CH2:2][CH2:3][S:4][CH2:5][C:6]1[S:10][CH:9]=[N:8][C:7]=1[CH3:11].[C:12]([NH:14][C:15](=[N:18][CH3:19])SC)#[N:13]>C(#N)C>[C:12]([NH:14][C:15]([NH:18][CH3:19])=[N:1][CH2:2][CH2:3][S:4][CH2:5][C:6]1[S:10][CH:9]=[N:8][C:7]=1[CH3:11])#[N:13]. Procedure: A solution of 19.7 g. of 5-(2-aminoethyl)thiomethyl-4-methylthiazole and 11.2 g. of N-cyano-N', S-dimethylisothiourea in 500 ml. of acetonitrile is refluxed for 24 hours. The mixture is concentrated and the residue is chromatographed on a column of silica gel to give N-cyano-N'-methyl-N"-[2-(4-methyl-5-thiazolylmethylthio)ethyl]guanidine.